This data is from the Open Reaction Database (ORD), a public repository of structured organic reaction records. The task is: describe an organic reaction: reactants, conditions, products, and yield The reactants are C1(=CC=C(C=C1)S(=O)(=O)O)C (p-toluenesulfonic acid), C=1(C(=CC=CC1)C)C (xylene), O (water). Product: C(CCCC)C=1C(CCC1)=O (2-n-pentyl-2-cyclopentenone). Yield: 96.0%. As a reaction SMILES: [C:1]1([CH3:11])[CH:6]=[CH:5][C:4](S(O)(=O)=O)=[CH:3][CH:2]=1.[C:12]1([CH3:19])C(C)=CC=C[CH:17]=1.[OH2:20]>>[CH2:1]([C:6]1[C:5](=[O:20])[CH2:4][CH2:3][CH:2]=1)[CH2:11][CH2:17][CH2:12][CH3:19]. Procedure: The above prepared mixture (18 parts) was admixed with p-toluenesulfonic acid (0.9 part) and xylene (54 parts) and refluxed for 2 hours, during which by-produced water was eliminated by azeotropic distillation. The reaction mixture was treated as in Example 1 to give 2-n-pentyl-2-cyclopentenone in a yield of 96 %. The reactants are Cl (HCl), C(C)(C)(C)OC(=O)N1[C@H]2C[C@H]2C[C@H]1CNC1=NC=C(C=N1)Br ((1S,3S,5S)-3-[(5-bromo-pyrimidin-2-ylamino)-methyl]-2-aza-bicyclo[3.1.0]hexane-2-carboxylic acid tert-butyl ester). Run in O1CCOCC1 (dioxane), O1CCOCC1 (dioxane). The product is [C@H]12N[C@@H](C[C@@H]2C1)CNC1=NC=C(C=N1)Br ([(1S,3S,5S)-1-(2-aza-bicyclo[3.1.0]hex-3-yl)methyl]-(5-bromo-pyrimidin-2-yl)-amine). Reaction SMILES: Cl.C(OC([N:9]1[C@H:14]([CH2:15][NH:16][C:17]2[N:22]=[CH:21][C:20]([Br:23])=[CH:19][N:18]=2)[CH2:13][C@H:12]2[C@@H:10]1[CH2:11]2)=O)(C)(C)C>O1CCOCC1>[C@H:10]12[CH2:11][C@H:12]1[CH2:13][C@@H:14]([CH2:15][NH:16][C:17]1[N:22]=[CH:21][C:20]([Br:23])=[CH:19][N:18]=1)[NH:9]2. Reported procedure: A solution of HCl in dioxane (4.0 M, 30 mL) is added to a solution of (1S,3S,5S)-3-[(5-bromo-pyrimidin-2-ylamino)-methyl]-2-aza-bicyclo[3.1.0]hexane-2-carboxylic acid tert-butyl ester (5.40 mmol) in dioxane (30 mL). After 2 h the solvents are removed in vacuo to give a crude product which is used without further purification. LC-MS: tR=0.63 min; [M+H]+=269.0. Reactants: ClC1=CC=C(C=C1)C1=C(C(OC1(C)O)=O)C=1SC=CC1 (4-(4-chlorophenyl)-5-hydroxy-5-methyl-3-(2-thienyl)-2(5H)-furanone), O.NN (hydrazine monohydrate). Solvent: C(CCC)O (1-butanol). Run at temperature 0 celsius. Yields the product ClC1=CC=C(C=C1)C1=C(C(NN=C1C)=O)C=1SC=CC1 (5-(4-chloro-phenyl)-6-methyl-4-(2-thienyl)-2H-pyridazin-3-one). Isolated yield 44.2%. RXN SMILES: [Cl:1][C:2]1[CH:7]=[CH:6][C:5]([C:8]2[C:12](O)([CH3:13])[O:11][C:10](=O)[C:9]=2[C:16]2[S:17][CH:18]=[CH:19][CH:20]=2)=[CH:4][CH:3]=1.O.[NH2:22][NH2:23]>C(O)CCC>[Cl:1][C:2]1[CH:7]=[CH:6][C:5]([C:8]2[C:12]([CH3:13])=[N:23][NH:22][C:10](=[O:11])[C:9]=2[C:16]2[S:17][CH:18]=[CH:19][CH:20]=2)=[CH:4][CH:3]=1 |f:1.2|. Procedure: A mixture of 3.35 g of 4-(4-chlorophenyl)-5-hydroxy-5-methyl-3-(2-thienyl)-2(5H)-furanone, 0.70 g of hydrazine monohydrate and 30 ml of 1-butanol was heated under reflux for 7 hours. The reaction mixture was cooled to 0° C. The deposited solid was collected by filtration. The solid was washed with a mixed solvent of hexane and t-butyl methyl ether, and dried under reduced pressure to obtain 1.46 g of 5-(4-chloro-phenyl)-6-methyl-4-(2-thienyl)-2H-pyridazin-3-one. The solvent is CN1CCCC1=O (NMP), O (water). Product: ClC=1C=NC(=NC1)N1CCC(CC1)C1C(C1)CCNC1=CC=C(C=C1)S(=O)(=O)C (N-(2-{2-[1-(5-chloropyrimidin-2-yl)piperidin-4-yl]cyclopropyl}ethyl)-4-(methylsulfonyl)aniline). As a reaction SMILES: [Cl:1][C:2]1[CH:3]=[N:4][C:5]([N:8]2[CH2:13][CH2:12][CH:11]([CH:14]3[CH2:16][CH:15]3[CH2:17][CH2:18][NH2:19])[CH2:10][CH2:9]2)=[N:6][CH:7]=1.F[C:21]1[CH:26]=[CH:25][C:24]([S:27]([CH3:30])(=[O:29])=[O:28])=[CH:23][CH:22]=1.C1CCN2C(=NCCC2)CC1>CN1C(=O)CCC1.O>[Cl:1][C:2]1[CH:3]=[N:4][C:5]([N:8]2[CH2:13][CH2:12][CH:11]([CH:14]3[CH2:16][CH:15]3[CH2:17][CH2:18][NH:19][C:21]3[CH:26]=[CH:25][C:24]([S:27]([CH3:30])(=[O:29])=[O:28])=[CH:23][CH:22]=3)[CH2:10][CH2:9]2)=[N:6][CH:7]=1. Starting materials: ClC=1C=NC(=NC1)N1CCC(CC1)C1C(C1)CCN (2-{2-[1-(5-chloropyrimidin-2-yl)piperidin-4-yl]cyclopropyl}ethanamine), FC1=CC=C(C=C1)S(=O)(=O)C (1-fluoro-4-(methylsulfonyl)benzene), C1CCC2=NCCCN2CC1 (DBU). Procedure details: 2-{2-[1-(5-chloropyrimidin-2-yl)piperidin-4-yl]cyclopropyl}ethanamine from step 3 of this example (50 mg, 0.178 mmol) was in 0.594 mL NMP. 1-fluoro-4-(methylsulfonyl)benzene (37.2 mg, 0.2141 mol) and DBU (0.040 mL, 0.267 mmol) were sequentially added. The reaction mixture was stirred at 110° C. overnight before cooled back to room temperature. The reaction mixture was diluted with water and aqueous phase was further extracted with ethyl acetate for 3 times. The combined organic layers were washe... Conditions: temperature 110 celsius, time 8 hour. Starting materials: C(C)(C)OC1=C(C(=O)N2CC(CC2)OS(=O)(=O)C)C=C(C=C1)S(=O)(=O)C (rac-methanesulfonic acid 1-(2-isopropoxy-5-methanesulfonyl-benzoyl)-pyrrolidin-3-yl ester), C1=C(C=CC2=CC=CC=C12)O (2-naphthol). Yields the product C(C)(C)OC1=C(C=C(C=C1)S(=O)(=O)C)C(=O)N1CC(CC1)OC1=CC2=CC=CC=C2C=C1 (Rac-(2-Isopropoxy-5-methanesulfonyl-phenyl)-[3-(naphthalen-2-yloxy)-pyrrolidin-1-yl]-methanone). Yield: 40.0%. Reaction SMILES: [CH:1]([O:4][C:5]1[CH:22]=[CH:21][C:20]([S:23]([CH3:26])(=[O:25])=[O:24])=[CH:19][C:6]=1[C:7]([N:9]1[CH2:13][CH2:12][CH:11]([O:14]S(C)(=O)=O)[CH2:10]1)=[O:8])([CH3:3])[CH3:2].[CH:27]1[C:36]2[C:31](=[CH:32][CH:33]=[CH:34][CH:35]=2)[CH:30]=[CH:29][C:28]=1O>>[CH:1]([O:4][C:5]1[CH:22]=[CH:21][C:20]([S:23]([CH3:26])(=[O:25])=[O:24])=[CH:19][C:6]=1[C:7]([N:9]1[CH2:13][CH2:12][CH:11]([O:14][C:29]2[CH:28]=[CH:27][C:36]3[C:31](=[CH:32][CH:33]=[CH:34][CH:35]=3)[CH:30]=2)[CH2:10]1)=[O:8])([CH3:3])[CH3:2]. Procedure details: Prepared in analogy to Example 3(c) from rac-methanesulfonic acid 1-(2-isopropoxy-5-methanesulfonyl-benzoyl)-pyrrolidin-3-yl ester (Example 14(a)) and 2-naphthol. The crude material was purified by reversed phase HPLC (acetonitrile/water) to yield the title compound as an amorphous yellow solid (yield 40%). MS (m/e): 454.5 (M+H+, 100%). The reactants are ClCCCl, COC(=O)C1=C(O)c2ccc3ccccc3c2S(=O)(=O)N1C, Cc1cc(N)sn1. RXN SMILES: [CH2:30]([Cl:31])[CH2:32][Cl:33].[CH3:1][O:2][C:3](=[O:4])[C:5]1=[C:10]([OH:11])[c:9]2[c:8]([c:19]3[c:14]([cH:13][cH:12]2)[cH:15][cH:16][cH:17][cH:18]3)[S:7](=[O:20])(=[O:21])[N:6]1[CH3:22].[NH2:23][c:24]1[cH:25][c:26]([CH3:29])[n:27][s:28]1>>[C:3](=[O:4])([C:5]1=[C:10]([OH:11])[c:9]2[c:8]([c:19]3[c:14]([cH:13][cH:12]2)[cH:15][cH:16][cH:17][cH:18]3)[S:7](=[O:20])(=[O:21])[N:6]1[CH3:22])[NH:23][c:24]1[cH:25][c:26]([CH3:29])[n:27][s:28]1. The product is Cc1cc(NC(=O)C2=C(O)c3ccc4ccccc4c3S(=O)(=O)N2C)sn1. Starting materials: step-ii, FC=1C=C(CN2N=C(C(=C2)C2OC(C(O2)(C)C)(C)C)C)C=CC1 (1-(3-fluorobenzyl)-3-methyl-4-(4,4,5,5-tetramethyl-1,3-dioxolan-2-yl)-1H-pyrazole), FC=1C=C(CN2N=C(C(=C2)C2OC(C(O2)(C)C)(C)C)C)C=CC1 (1-(3-fluorobenzyl)-3-methyl-4-(4,4,5,5-tetramethyl-1,3-dioxolan-2-yl)-1H-pyrazole), IC1=CN(C2=NC=C(C=C21)C=2C=C(C=CC2)N2CCN(CC2)C(=O)OC(C)(C)C)S(=O)(=O)C2=CC=C(C)C=C2 (tert-butyl 4-(3-(3-iodo-1-tosyl-1H-pyrrolo[2,3-b]pyridin-5-yl)phenyl)piperazine-1-carboxylate), IC1=CN(C2=NC=C(C=C21)C=2C=C(C=CC2)N2CCN(CC2)C(=O)OC(C)(C)C)S(=O)(=O)C2=CC=C(C)C=C2 (tert-butyl 4-(3-(3-iodo-1-tosyl-1H-pyrrolo[2,3-b]pyridin-5-yl)phenyl)piperazine-1-carboxylate), C([O-])([O-])=O.[Na+].[Na+] (sodium carbonate). Reagents/catalysts: Cl[Pd]([P](C1=CC=CC=C1)(C2=CC=CC=C2)C3=CC=CC=C3)([P](C4=CC=CC=C4)(C5=CC=CC=C5)C6=CC=CC=C6)Cl (Pd(PPh3)2Cl2). Run in C1(=CC=CC=C1)C.C(C)O.O (toluene ethanol water). Product: FC=1C=C(CN2N=C(C(=C2)C2=CN(C3=NC=C(C=C32)C=3C=C(C=CC3)N3CCN(CC3)C(=O)OC(C)(C)C)S(=O)(=O)C3=CC=C(C)C=C3)C)C=CC1 (tert-butyl 4-(3-(3-(1-(3-fluorobenzyl)-3-methyl-1H-pyrazol-4-yl)-1-tosyl-1H-pyrrolo[2,3-b]pyridin-5-yl)phenyl)piperazine-1-carboxylate). The yield is 59.6%. As a reaction SMILES: I[C:2]1[C:10]2[C:5](=[N:6][CH:7]=[C:8]([C:11]3[CH:12]=[C:13]([N:17]4[CH2:22][CH2:21][N:20]([C:23]([O:25][C:26]([CH3:29])([CH3:28])[CH3:27])=[O:24])[CH2:19][CH2:18]4)[CH:14]=[CH:15][CH:16]=3)[CH:9]=2)[N:4]([S:30]([C:33]2[CH:39]=[CH:38][C:36]([CH3:37])=[CH:35][CH:34]=2)(=[O:32])=[O:31])[CH:3]=1.[F:40][C:41]1[CH:42]=[C:43]([CH:60]=[CH:61][CH:62]=1)[CH2:44][N:45]1[CH:49]=[C:48](C2OC(C)(C)C(C)(C)O2)[C:47]([CH3:59])=[N:46]1.C(=O)([O-])[O-].[Na+].[Na+]>Cl[Pd](Cl)([P](C1C=CC=CC=1)(C1C=CC=CC=1)C1C=CC=CC=1)[P](C1C=CC=CC=1)(C1C=CC=CC=1)C1C=CC=CC=1.C1(C)C=CC=CC=1.C(O)C.O>[F:40][C:41]1[CH:42]=[C:43]([CH:60]=[CH:61][CH:62]=1)[CH2:44][N:45]1[CH:49]=[C:48]([C:2]2[C:10]3[C:5](=[N:6][CH:7]=[C:8]([C:11]4[CH:12]=[C:13]([N:17]5[CH2:22][CH2:21][N:20]([C:23]([O:25][C:26]([CH3:29])([CH3:28])[CH3:27])=[O:24])[CH2:19][CH2:18]5)[CH:14]=[CH:15][CH:16]=4)[CH:9]=3)[N:4]([S:30]([C:33]3[CH:39]=[CH:38][C:36]([CH3:37])=[CH:35][CH:34]=3)(=[O:32])=[O:31])[CH:3]=2)[C:47]([CH3:59])=[N:46]1 |f:2.3.4,6.7.8,^1:71,90|. Procedure: Using similar reaction conditions as described in step-ii of example-1, tert-butyl 4-(3-(3-iodo-1-tosyl-1H-pyrrolo[2,3-b]pyridin-5-yl)phenyl)piperazine-1-carboxylate (intermediate 39) (200 mg, 0.308 mmol) was coupled with 1-(3-fluorobenzyl)-3-methyl-4-(4,4,5,5-tetramethyl-1,3-dioxolan-2-yl)-1H-pyrazole (intermediate 12) (244 mg, 0.772 mmol) in sodium carbonate (98 mg, 0.926 mmol), Pd(PPh3)2Cl2 (11 mg, 0.015 mmol), toluene/ethanol/water (3/3/3 ml). This afforded 130 g (59.6% yield) after purifica...